This data is from the Open Reaction Database (ORD), a public repository of structured organic reaction records. The task is: describe an organic reaction: reactants, conditions, products, and yield Starting materials: CCOC(=O)CC(=O)CCl, Cc1nc2ccccc2n1C(C)(C)CO. Yields the product CCOC(=O)CC(=O)COCC(C)(C)n1c(C)nc2ccccc21. RXN SMILES: [CH2:16]([CH3:17])[O:18][C:19]([CH2:20][C:21](=[O:22])[CH2:23][Cl:24])=[O:25].[CH3:1][c:2]1[n:3][c:4]2[c:5]([n:6]1[C:7]([CH2:8][OH:9])([CH3:10])[CH3:11])[cH:12][cH:13][cH:14][cH:15]2>>[CH3:1][c:2]1[n:3][c:4]2[c:5]([n:6]1[C:7]([CH2:8][O:9][CH2:23][C:21]([CH2:20][C:19]([O:18][CH2:16][CH3:17])=[O:25])=[O:22])([CH3:10])[CH3:11])[cH:12][cH:13][cH:14][cH:15]2. Product: ClC1=C(C(=NC=N1)NCC1CCOCC1)N (6-Chloro-N*4*-(tetrahydro-pyran-4-ylmethyl)-pyrimidine-4,5-diamine). Run in C(C)(C)O (isopropyl alcohol). Reaction SMILES: Cl[C:2]1[C:7]([NH2:8])=[C:6]([Cl:9])[N:5]=[CH:4][N:3]=1.[O:10]1[CH2:15][CH2:14][CH:13]([CH2:16][NH2:17])[CH2:12][CH2:11]1.C(N(CC)C(C)C)(C)C>C(O)(C)C>[Cl:9][C:6]1[N:5]=[CH:4][N:3]=[C:2]([NH:17][CH2:16][CH:13]2[CH2:14][CH2:15][O:10][CH2:11][CH2:12]2)[C:7]=1[NH2:8]. Reported procedure: Charge a microwave reaction vial with 4,6-dichloro-pyrimidin-5-ylamine (12.20 mmoles, 2.00 g), isopropyl alcohol (5 mL), C-(tetrahydro-pyran-4-yl)-methylamine (14.63 mmoles, 1.69 g), and N,N-diisopropylethylamine (15.85 mmoles, 2.76 mL). Irradiate with stirring at 140° C. for 2 hours with high absorbance mode in the microwave. Solvent is evaporated and residue triturated with dichloromethane to afford 6-Chloro-N*4*-(tetrahydro-pyran-4-ylmethyl)-pyrimidine-4,5-diamine The reactants are ClC1=NC=NC(=C1N)Cl (4,6-dichloro-pyrimidin-5-ylamine), O1CCC(CC1)CN (C-(tetrahydro-pyran-4-yl)-methylamine), C(C)(C)N(C(C)C)CC (N,N-diisopropylethylamine). Conditions: temperature 140 celsius, time 2 hour. The reactants are COc1ccc(C=O)cc1Br, CC(C)[Si](C#Cc1ccc(Br)cc1)(C(C)C)C(C)C, [Li]CCCC, CCCCCC, C1CCOC1, O. The product is COc1ccc(C(O)c2ccc(C#C[Si](C(C)C)(C(C)C)C(C)C)cc2)cc1Br. RXN SMILES: [Br:25][c:26]1[cH:27][c:28]([CH:29]=[O:30])[cH:31][cH:32][c:33]1[O:34][CH3:35].[Br:6][c:7]1[cH:8][cH:9][c:10]([C:13]#[C:14][Si:15]([CH:16]([CH3:17])[CH3:18])([CH:19]([CH3:20])[CH3:21])[CH:22]([CH3:23])[CH3:24])[cH:11][cH:12]1.[CH2:1]([Li:2])[CH2:3][CH2:4][CH3:5].[CH3:37][CH2:38][CH2:39][CH2:40][CH2:41][CH3:42].[O:43]1[CH2:44][CH2:45][CH2:46][CH2:47]1.[OH2:36]>>[c:7]1([CH:29]([c:28]2[cH:27][c:26]([Br:25])[c:33]([O:34][CH3:35])[cH:32][cH:31]2)[OH:30])[cH:8][cH:9][c:10]([C:13]#[C:14][Si:15]([CH:16]([CH3:17])[CH3:18])([CH:19]([CH3:20])[CH3:21])[CH:22]([CH3:23])[CH3:24])[cH:11][cH:12]1. Starting materials: O=C(Cn1ccc(OCc2ccccc2)cc1=O)c1ccc(CO)cc1, O=c1cc(OCc2ccccc2)nc[nH]1, CC#N, O=C(CCl)c1ccc2c(c1)CN(C(=O)C(F)(F)F)CC2. Product: O=C(Cn1cnc(OCc2ccccc2)cc1=O)c1ccc2c(c1)CN(C(=O)C(F)(F)F)CC2. Reaction SMILES: [CH2:1]([O:2][c:3]1[cH:4][cH:5][n:6]([CH2:7][C:8]([c:9]2[cH:10][cH:11][c:12]([CH2:13][OH:14])[cH:15][cH:16]2)=[O:17])[c:18](=[O:19])[cH:20]1)[c:21]1[cH:22][cH:23][cH:24][cH:25][cH:26]1.[CH2:27]([c:28]1[cH:29][cH:30][cH:31][cH:32][cH:33]1)[O:34][c:35]1[cH:36][c:37](=[O:41])[nH:38][cH:39][n:40]1.[CH3:62][C:63]#[N:64].[Cl:42][CH2:43][C:44](=[O:45])[c:46]1[cH:47][cH:48][c:49]2[c:54]([cH:55]1)[CH2:53][N:52]([C:56]([C:57]([F:58])([F:59])[F:60])=[O:61])[CH2:51][CH2:50]2>>[CH2:27]([c:28]1[cH:29][cH:30][cH:31][cH:32][cH:33]1)[O:34][c:35]1[cH:36][c:37](=[O:41])[n:38]([CH2:43][C:44](=[O:45])[c:46]2[cH:47][cH:48][c:49]3[c:54]([cH:55]2)[CH2:53][N:52]([C:56]([C:57]([F:58])([F:59])[F:60])=[O:61])[CH2:51][CH2:50]3)[cH:39][n:40]1. As a reaction SMILES: [CH2:1]([CH3:2])[O:3][C:4](=[O:5])[c:6]1[cH:7][n:8][n:9](-[c:11]2[n:12][c:13]([NH:32][CH:33]([c:34]3[cH:35][cH:36][c:37]([O:38][CH3:39])[cH:40][cH:41]3)[c:42]3[cH:43][cH:44][c:45]([O:46][CH3:47])[cH:48][cH:49]3)[c:14]3[n:15][cH:16][n:17]([CH:20]4[CH:21]([OH:31])[CH:22]([OH:30])[CH:23]([NH:25][C:26]([CH2:27][CH3:28])=[O:29])[CH2:24]4)[c:18]3[n:19]2)[cH:10]1.[c:50]1([CH:56]([CH2:57][NH:58][c:59]2[n:60][c:61]([NH:62][NH2:63])[n:64][c:65]3[c:66]2[n:67][cH:68][n:69]3[CH:70]2[CH2:71][CH:72]([NH:73][C:74](=[O:75])[CH2:76][CH3:77])[CH:78]([OH:79])[CH:80]2[OH:81])[c:82]2[cH:83][cH:84][cH:85][cH:86][cH:87]2)[cH:51][cH:52][cH:53][cH:54][cH:55]1>>[CH2:1]([CH3:2])[O:3][C:4](=[O:5])[c:6]1[cH:7][n:8][n:9](-[c:11]2[n:12][c:13]([NH:32][CH2:57][CH:56]([c:50]3[cH:51][cH:52][cH:53][cH:54][cH:55]3)[c:82]3[cH:83][cH:84][cH:85][cH:86][cH:87]3)[c:14]3[n:15][cH:16][n:17]([CH:20]4[CH:21]([OH:31])[CH:22]([OH:30])[CH:23]([NH:25][C:26]([CH2:27][CH3:28])=[O:29])[CH2:24]4)[c:18]3[n:19]2)[cH:10]1. Starting materials: CCOC(=O)c1cnn(-c2nc(NC(c3ccc(OC)cc3)c3ccc(OC)cc3)c3ncn(C4CC(NC(=O)CC)C(O)C4O)c3n2)c1, CCC(=O)NC1CC(n2cnc3c(NCC(c4ccccc4)c4ccccc4)nc(NN)nc32)C(O)C1O. Product: CCOC(=O)c1cnn(-c2nc(NCC(c3ccccc3)c3ccccc3)c3ncn(C4CC(NC(=O)CC)C(O)C4O)c3n2)c1. Starting materials: COC(C)(C)C, COC(=O)C1=C(C)NC(C)=C(C(=O)OCCN2C(=O)c3ccccc3C2=O)C1c1cccc(Cl)c1Cl, NN, O. Yields the product COC(=O)C1=C(C)NC(C)=C(C(=O)OCCN)C1c1cccc(Cl)c1Cl. RXN SMILES: [C:40]([O:41][CH3:42])([CH3:43])([CH3:44])[CH3:45].[CH3:1][C:2]1=[C:7]([C:8](=[O:9])[O:10][CH3:11])[CH:6]([c:12]2[c:13]([Cl:19])[c:14]([Cl:18])[cH:15][cH:16][cH:17]2)[C:5]([C:20](=[O:21])[O:22][CH2:23][CH2:24][N:25]2[C:26](=[O:27])[c:28]3[cH:29][cH:30][cH:31][cH:32][c:33]3[C:34]2=[O:35])=[C:4]([CH3:36])[NH:3]1.[NH2:38][NH2:39].[OH2:37]>>[CH3:1][C:2]1=[C:7]([C:8](=[O:9])[O:10][CH3:11])[CH:6]([c:12]2[c:13]([Cl:19])[c:14]([Cl:18])[cH:15][cH:16][cH:17]2)[C:5]([C:20](=[O:21])[O:22][CH2:23][CH2:24][NH2:25])=[C:4]([CH3:36])[NH:3]1.